Dataset: the Open Reaction Database (ORD), a public repository of structured organic reaction records. Task: describe an organic reaction: reactants, conditions, products, and yield Starting materials: ClCCl, CCOC(C)=O, COC(=O)c1ccc(COc2cc(C(F)(F)F)ccc2NS(=O)C2CCCC2)cc1, O=C(OO)c1cccc(Cl)c1. Yields the product COC(=O)c1ccc(COc2cc(C(F)(F)F)ccc2NS(=O)(=O)C2CCCC2)cc1. Reaction SMILES: [CH2:42]([Cl:43])[Cl:44].[CH3:45][CH2:46][O:47][C:48](=[O:49])[CH3:50].[CH:1]1([S:6](=[O:7])[NH:8][c:9]2[c:10]([O:11][CH2:12][c:13]3[cH:14][cH:15][c:16]([C:17](=[O:18])[O:19][CH3:20])[cH:21][cH:22]3)[cH:23][c:24]([C:27]([F:28])([F:29])[F:30])[cH:25][cH:26]2)[CH2:2][CH2:3][CH2:4][CH2:5]1.[OH:31][O:32][C:33]([c:34]1[cH:35][c:36]([Cl:37])[cH:38][cH:39][cH:40]1)=[O:41]>>[CH:1]1([S:6](=[O:7])([NH:8][c:9]2[c:10]([O:11][CH2:12][c:13]3[cH:14][cH:15][c:16]([C:17](=[O:18])[O:19][CH3:20])[cH:21][cH:22]3)[cH:23][c:24]([C:27]([F:28])([F:29])[F:30])[cH:25][cH:26]2)=[O:31])[CH2:2][CH2:3][CH2:4][CH2:5]1. Starting materials: FC=1C=CC2=C(N=C(S2)C)C1 (5-fluoro-2-methylbenzo[d]thiazole), Cl (HCl). The solvent is C(CO)O (ethylene glycol), [OH-].[Na+] (NaOH). Reaction conditions: temperature 129 celsius. The product is NC1=C(C=CC(=C1)F)S (2-amino-4-fluorobenzenethiol). Reaction SMILES: [F:1][C:2]1[CH:3]=[CH:4][C:5]2[S:9]C(C)=[N:7][C:6]=2[CH:11]=1.Cl>C(O)CO.[OH-].[Na+]>[NH2:7][C:6]1[CH:11]=[C:2]([F:1])[CH:3]=[CH:4][C:5]=1[SH:9] |f:3.4|. Reported procedure: A solution of 5-fluoro-2-methylbenzo[d]thiazole (1.2 g, 7.18 mmol) in ethylene glycol and NaOH (5N, 2 ml) was degassed under N2 for 10 min, then refluxed at 129° C. for 3 hours. The solution was cooled to 0° C. and then acidified to pH 3˜4 using c. HCl. The mixture was extracted with EtOAc (2×50 ml). The organic layer was washed with brine and dried with Na2SO4 and concentrated in vacuo. The crude residue (1.01 g, 98%) was used directly in the next step without purification. Reactants: C(C1=CC=CC=C1)NCCC(C1=CC=CC=C1)C1=CC=CC=C1 (N-benzyl-3,3-diphenylpropylamine), C=O (formaldehyde), C(#N)[BH3-].[Na+] (sodium cyanoborohydride). Solvent: CC#N.O (CH3CN H2O). Reaction conditions: time 90 minute. The product is C(C1=CC=CC=C1)N(C)CCC(C1=CC=CC=C1)C1=CC=CC=C1 (N-Benzyl-N-methyl-3,3-diphenylpropylamine). Reaction SMILES: [CH2:1]([NH:8][CH2:9][CH2:10][CH:11]([C:18]1[CH:23]=[CH:22][CH:21]=[CH:20][CH:19]=1)[C:12]1[CH:17]=[CH:16][CH:15]=[CH:14][CH:13]=1)[C:2]1[CH:7]=[CH:6][CH:5]=[CH:4][CH:3]=1.C=O.[C:26]([BH3-])#N.[Na+]>CC#N.O>[CH2:1]([N:8]([CH2:9][CH2:10][CH:11]([C:12]1[CH:13]=[CH:14][CH:15]=[CH:16][CH:17]=1)[C:18]1[CH:23]=[CH:22][CH:21]=[CH:20][CH:19]=1)[CH3:26])[C:2]1[CH:3]=[CH:4][CH:5]=[CH:6][CH:7]=1 |f:2.3,4.5|. Procedure: To a solution of N-benzyl-3,3-diphenylpropylamine (1.29 g, 4.30 mmol) and 30% aq. formaldehyde (1.50 ml, 20 mmol) in CH3CN:H2O (2:1, v/v, 40 ml) was added sodium cyanoborohydride (563 mg, 8.96 mmol) at 0° C. The reaction was allowed to warm to room temperature and stirred for 90 min. The organic solvent was evaporated, and the residue diluted with water and extracted with CH2Cl2. The organic extracts were washed with brine, dried (Na2SO4) and the solvent evaporated in vacuo to afford the title c... Yields the product CC(=O)OC(C)CCCCn1c(=O)c2c(nc(Br)n2CCNC(=O)OC(C)(C)C)n(C)c1=O. Starting materials: CC(=O)OC(C)CCCCn1c(=O)c2[nH]c(Br)nc2n(C)c1=O, CC(C)(C)OC(=O)NCCCO, ClCCCl, c1ccc(P(c2ccccc2)c2ccccc2)cc1. As a reaction SMILES: [C:1]([CH3:2])(=[O:3])[O:4][CH:5]([CH2:6][CH2:7][CH2:8][CH2:9][n:10]1[c:11](=[O:12])[n:13]([CH3:22])[c:14]2[n:15][c:16]([Br:21])[nH:17][c:18]2[c:19]1=[O:20])[CH3:23].[C:43]([CH3:44])([CH3:45])([CH3:46])[O:47][C:48](=[O:49])[NH:50][CH2:51][CH2:52][CH2:53][OH:54].[Cl:55][CH2:56][CH2:57][Cl:58].[c:24]1([P:25]([c:26]2[cH:27][cH:28][cH:29][cH:30][cH:31]2)[c:32]2[cH:33][cH:34][cH:35][cH:36][cH:37]2)[cH:38][cH:39][cH:40][cH:41][cH:42]1>>[C:1]([CH3:2])(=[O:3])[O:4][CH:5]([CH2:6][CH2:7][CH2:8][CH2:9][n:10]1[c:11](=[O:12])[n:13]([CH3:22])[c:14]2[n:15][c:16]([Br:21])[n:17]([CH2:52][CH2:51][NH:50][C:48]([O:47][C:43]([CH3:44])([CH3:45])[CH3:46])=[O:49])[c:18]2[c:19]1=[O:20])[CH3:23]. Reactants: N(=[N+]=[N-])C1CCC=2N(C3=CC=CC=C3C2CC(=O)OCCC)C1 (propyl (7-azido-6,7,8,9-tetrahydropyrido[1,2-α]indol-10-yl)acetate), C(C#C)C1=CC=CC=C1 (prop-2-yn-1-ylbenzene), C(C)(C)N(CC)C(C)C (diisopropyl ethylamine). The reagents and catalysts are [Cu]I (CuI). Solvent: O1CCCC1 (tetrahydrofuran). Conditions: time 8 hour. Product: C(C1=CC=CC=C1)C=1N=NN(C1)C1CCC=2N(C3=CC=CC=C3C2CC(=O)OCCC)C1 (Propyl [7-(4-benzyl-1H-1,2,3-triazol-1-yl)-6,7,8,9-tetrahydropyrido[1,2-α]indol-10-yl]acetate). Reaction SMILES: [N:1]([CH:4]1[CH2:23][N:8]2[C:9]3[C:14]([C:15]([CH2:16][C:17]([O:19][CH2:20][CH2:21][CH3:22])=[O:18])=[C:7]2[CH2:6][CH2:5]1)=[CH:13][CH:12]=[CH:11][CH:10]=3)=[N+:2]=[N-:3].[CH2:24]([C:27]1[CH:32]=[CH:31][CH:30]=[CH:29][CH:28]=1)[C:25]#[CH:26].C(N(C(C)C)CC)(C)C>O1CCCC1.[Cu]I>[CH2:24]([C:25]1[N:3]=[N:2][N:1]([CH:4]2[CH2:23][N:8]3[C:9]4[C:14]([C:15]([CH2:16][C:17]([O:19][CH2:20][CH2:21][CH3:22])=[O:18])=[C:7]3[CH2:6][CH2:5]2)=[CH:13][CH:12]=[CH:11][CH:10]=4)[CH:26]=1)[C:27]1[CH:32]=[CH:31][CH:30]=[CH:29][CH:28]=1. Reported procedure: To a stirred solution of propyl (7-azido-6,7,8,9-tetrahydropyrido[1,2-α]indol-10-yl)acetate (1 eq) (Synthesis described in WO07019675 A1) and prop-2-yn-1-ylbenzene (2 eq) in tetrahydrofuran (THF) (0.1M) at room temperature was added diisopropyl ethylamine (DIPEA) (5 eq) and CuI (5 eq). The reaction mixture was stirred overnight then quenched with NH4Cl sat and extracted with ethyl acetate (EA), washed with brine, dried over Na2SO4 and evaporated. Purification by combi-flash EA/Hex 0-100% afforde...